Task: describe an organic reaction: reactants, conditions, products, and yield. Dataset: the Open Reaction Database (ORD), a public repository of structured organic reaction records Reactants: C(C)C=1N(C2=C(C=NC=3C=C(C=CC23)C=CC(=O)N(C)C)N1)CC(C)(C)O (3-[2-ethyl-1-(2-hydroxy-2-methylpropyl)-1H-imidazo[4,5-c]quinolin-7-yl]-N,N-dimethylprop-2-enamide). Reagents/catalysts: [Pd] (palladium on carbon). Solvent: CO (methanol). Reaction conditions: temperature 50 celsius, time 19 hour. Yields the product C(C)C=1N(C2=C(C=NC=3C=C(C=CC23)CCC(=O)N(C)C)N1)CC(C)(C)O (3-[2-ethyl-1-(2-hydroxy-2-methylpropyl)-1H-imidazo[4,5-c]quinolin-7-yl]-N,N-dimethylpropanamide). RXN SMILES: [CH2:1]([C:3]1[N:4]([CH2:23][C:24]([OH:27])([CH3:26])[CH3:25])[C:5]2[C:14]3[CH:13]=[CH:12][C:11]([CH:15]=[CH:16][C:17]([N:19]([CH3:21])[CH3:20])=[O:18])=[CH:10][C:9]=3[N:8]=[CH:7][C:6]=2[N:22]=1)[CH3:2]>[Pd].CO>[CH2:1]([C:3]1[N:4]([CH2:23][C:24]([OH:27])([CH3:26])[CH3:25])[C:5]2[C:14]3[CH:13]=[CH:12][C:11]([CH2:15][CH2:16][C:17]([N:19]([CH3:21])[CH3:20])=[O:18])=[CH:10][C:9]=3[N:8]=[CH:7][C:6]=2[N:22]=1)[CH3:2]. Procedure details: A glass Parr vessel was charged with 10% palladium on carbon (0.14 g), methanol (50 mL) and 3-[2-ethyl-1-(2-hydroxy-2-methylpropyl)-1H-imidazo[4,5-c]quinolin-7-yl]-N,N-dimethylprop-2-enamide (1.20 g, 3.27 mmol). The vessel was evacuated and charged with hydrogen gas (40 psi, 2.8×105 Pa). The reaction was shaken at 50° C. for approximately 19 hours. After cooling to ambient temperature, the reaction mixture was filtered and the filtrate concentrated to dryness to provide crude 3-[2-ethyl-1-(2-hyd... Starting materials: CCN(C(C)C)C(C)C, CC(C)O, N#Cc1ccc(Cl)nc1, NCCNc1nc(-c2ccc(Cl)cc2Cl)cc2nccn12, O=C(O)C(F)(F)F. Yields the product N#Cc1ccc(NCCNc2nc(-c3ccc(Cl)cc3Cl)cc3nccn23)nc1. RXN SMILES: [CH:38]([N:39]([CH2:40][CH3:41])[CH:42]([CH3:43])[CH3:44])([CH3:45])[CH3:46].[CH:47]([OH:48])([CH3:49])[CH3:50].[Cl:29][c:30]1[n:31][cH:32][c:33]([C:34]#[N:35])[cH:36][cH:37]1.[Cl:8][c:9]1[c:10](-[c:16]2[cH:17][c:18]3[n:19]([c:20]([NH:22][CH2:23][CH2:24][NH2:25])[n:21]2)[cH:26][cH:27][n:28]3)[cH:11][cH:12][c:13]([Cl:15])[cH:14]1.[F:1][C:2]([F:3])([F:4])[C:5]([OH:6])=[O:7]>>[Cl:8][c:9]1[c:10](-[c:16]2[cH:17][c:18]3[n:19]([c:20]([NH:22][CH2:23][CH2:24][NH:25][c:30]4[n:31][cH:32][c:33]([C:34]#[N:35])[cH:36][cH:37]4)[n:21]2)[cH:26][cH:27][n:28]3)[cH:11][cH:12][c:13]([Cl:15])[cH:14]1.